Dataset: the Open Reaction Database (ORD), a public repository of structured organic reaction records. Task: describe an organic reaction: reactants, conditions, products, and yield The reactants are ClC=1N=C(N(C1CO)CC1=C(C=C(C=C1)OCCCCC)Cl)C (4-Chloro-1-(2-chloro-4-(1-pentyloxy)benzyl)-5-hydroxymethyl-2-methyl-1H-imidazole), C1(=CC=C(C=C1)S(=O)(=O)N=C=O)C (p-toluenesulfonyl isocyanate). Run in O1CCOCC1 (1,4-dioxane). Reaction conditions: time 1 hour. The product is CC1=CC=C(C=C1)S(=O)(=O)NC(OCC1=C(N=C(N1CC1=C(C=C(C=C1)OCCCCC)Cl)C)Cl)=O ((4-chloro-1-(2-chloro-4-(1-pentyloxy)benzyl)-2-methyl-1H-imidazol-5-yl)methyl N-(4-methylbenzenesulfonyl)carbamate). Isolated yield 75.6%. RXN SMILES: [Cl:1][C:2]1[N:3]=[C:4]([CH3:23])[N:5]([CH2:9][C:10]2[CH:15]=[CH:14][C:13]([O:16][CH2:17][CH2:18][CH2:19][CH2:20][CH3:21])=[CH:12][C:11]=2[Cl:22])[C:6]=1[CH2:7][OH:8].[C:24]1([CH3:36])[CH:29]=[CH:28][C:27]([S:30]([N:33]=[C:34]=[O:35])(=[O:32])=[O:31])=[CH:26][CH:25]=1>O1CCOCC1>[CH3:36][C:24]1[CH:29]=[CH:28][C:27]([S:30]([NH:33][C:34](=[O:35])[O:8][CH2:7][C:6]2[N:5]([CH2:9][C:10]3[CH:15]=[CH:14][C:13]([O:16][CH2:17][CH2:18][CH2:19][CH2:20][CH3:21])=[CH:12][C:11]=3[Cl:22])[C:4]([CH3:23])=[N:3][C:2]=2[Cl:1])(=[O:32])=[O:31])=[CH:26][CH:25]=1. Procedure details: 4-Chloro-1-(2-chloro-4-(1-pentyloxy)benzyl)-5-hydroxymethyl-2-methyl-1H-imidazole (150 mg) was dissolved in 1,4-dioxane (1.5 ml) and p-toluenesulfonyl isocyanate (99 mg) was added at room temperature. The reaction mixture was stirred at room temperature for 1 hr and concentrated under reduced pressure. To the residue was added ethanol (5 ml) and the precipitated crystals were collected by filtration. The crystals were dissolved in ethyl acetate (2 ml), and hexane (13 ml) was added on an oil bath...